This data is from the Open Reaction Database (ORD), a public repository of structured organic reaction records. The task is: describe an organic reaction: reactants, conditions, products, and yield Starting materials: Br, CCCCCCCCCOc1ccccc1CO, CC#N, c1ccc(P(c2ccccc2)c2ccccc2)cc1. Reaction SMILES: [BrH:19].[CH2:1]([CH2:2][CH2:3][CH2:4][CH2:5][CH2:6][CH2:7][CH2:8][CH3:9])[O:10][c:11]1[c:12]([CH2:13][OH:14])[cH:15][cH:16][cH:17][cH:18]1.[CH3:39][C:40]#[N:41].[c:20]1([P:26]([c:27]2[cH:28][cH:29][cH:30][cH:31][cH:32]2)[c:33]2[cH:34][cH:35][cH:36][cH:37][cH:38]2)[cH:21][cH:22][cH:23][cH:24][cH:25]1>>[Br-:19].[CH2:1]([CH2:2][CH2:3][CH2:4][CH2:5][CH2:6][CH2:7][CH2:8][CH3:9])[O:10][c:11]1[c:12]([CH2:13][P+:26]([c:20]2[cH:21][cH:22][cH:23][cH:24][cH:25]2)([c:27]2[cH:28][cH:29][cH:30][cH:31][cH:32]2)[c:33]2[cH:34][cH:35][cH:36][cH:37][cH:38]2)[cH:15][cH:16][cH:17][cH:18]1. The product is [Br-], CCCCCCCCCOc1ccccc1C[P+](c1ccccc1)(c1ccccc1)c1ccccc1.